Dataset: the Open Reaction Database (ORD), a public repository of structured organic reaction records. Task: describe an organic reaction: reactants, conditions, products, and yield Reactants: O=C([O-])[O-], CC(C)=O, CN(C)C=O, N#CCCl, [Cs+], [Cs+], [I-], [K+], O=C(O)CCCCc1c[nH]c2ccccc12. Yields the product N#CCOC(=O)CCCCc1c[nH]c2ccccc12. RXN SMILES: [C:17](=[O:18])([O-:19])[O-:20].[CH3:29][C:30](=[O:31])[CH3:32].[CH3:33][N:34]([CH3:35])[CH:36]=[O:37].[Cl:23][CH2:24][C:25]#[N:26].[Cs+:21].[Cs+:22].[I-:28].[K+:27].[nH:1]1[cH:2][c:3]([CH2:10][CH2:11][CH2:12][CH2:13][C:14](=[O:15])[OH:16])[c:4]2[cH:5][cH:6][cH:7][cH:8][c:9]12>>[nH:1]1[cH:2][c:3]([CH2:10][CH2:11][CH2:12][CH2:13][C:14]([O:15][CH2:24][C:25]#[N:26])=[O:16])[c:4]2[cH:5][cH:6][cH:7][cH:8][c:9]12. Starting materials: COc1ccc(C(=O)CBr)cc1, CCc1cc2c(=O)[nH]c(=O)n(Cc3ccc(-c4cc(C)ccc4C#N)cc3)c2s1, CN(C)C=O, CCOC(C)=O, [H-], [Na+]. Yields the product CCc1cc2c(=O)n(CC(=O)c3ccc(OC)cc3)c(=O)n(Cc3ccc(-c4cc(C)ccc4C#N)cc3)c2s1. As a reaction SMILES: [Br:30][CH2:31][C:32](=[O:33])[c:34]1[cH:35][cH:36][c:37]([O:40][CH3:41])[cH:38][cH:39]1.[CH2:1]([CH3:2])[c:3]1[cH:4][c:5]2[c:6]([n:7]([CH2:13][c:14]3[cH:15][cH:16][c:17](-[c:20]4[c:21]([C:27]#[N:28])[cH:22][cH:23][c:24]([CH3:26])[cH:25]4)[cH:18][cH:19]3)[c:8](=[O:12])[nH:9][c:10]2=[O:11])[s:29]1.[CH3:42][N:43]([CH3:44])[CH:45]=[O:46].[CH3:49][CH2:50][O:51][C:52](=[O:53])[CH3:54].[H-:47].[Na+:48]>>[CH2:1]([CH3:2])[c:3]1[cH:4][c:5]2[c:6]([n:7]([CH2:13][c:14]3[cH:15][cH:16][c:17](-[c:20]4[c:21]([C:27]#[N:28])[cH:22][cH:23][c:24]([CH3:26])[cH:25]4)[cH:18][cH:19]3)[c:8](=[O:12])[n:9]([CH2:31][C:32](=[O:33])[c:34]3[cH:35][cH:36][c:37]([O:40][CH3:41])[cH:38][cH:39]3)[c:10]2=[O:11])[s:29]1.